From a dataset of the Open Reaction Database (ORD), a public repository of structured organic reaction records. describe an organic reaction: reactants, conditions, products, and yield The reactants are ClC1=CC=C(C=N1)CC(=O)NC1=CC=C(C=C1)C (2-(6-chloropyridin-3-yl)-N-p-tolylacetamide), B.O1CCCC1 (borane tetrahydrofuran). Solvent: O1CCCC1 (tetrahydrofuran). Conditions: time 16 hour. The product is ClC1=CC=C(C=N1)CCNC1=CC=C(C=C1)C (N-(2-(6-chloropyridin-3-yl)ethyl)-4-methylaniline). Reaction SMILES: [Cl:1][C:2]1[N:7]=[CH:6][C:5]([CH2:8][C:9]([NH:11][C:12]2[CH:17]=[CH:16][C:15]([CH3:18])=[CH:14][CH:13]=2)=O)=[CH:4][CH:3]=1.B.O1CCCC1>O1CCCC1>[Cl:1][C:2]1[N:7]=[CH:6][C:5]([CH2:8][CH2:9][NH:11][C:12]2[CH:13]=[CH:14][C:15]([CH3:18])=[CH:16][CH:17]=2)=[CH:4][CH:3]=1 |f:1.2|. Reported procedure: A 500 mL reaction flask containing 2-(6-chloropyridin-3-yl)-N-p-tolylacetamide (12 g, 46 mmol; Example 117A) in tetrahydrofuran (200 mL) was treated with 1 M borane-tetrahydrofuran (100 mL, 100 mmol; Aldrich) and then heated to reflux with stirring for 16 hours. After cooling the reaction mixture to room temperature, it was quenched with ethanol, concentrated and purified by flash chromatography (silica gel, hexanes/ethyl acetate, 2:1) to afford the title compound: 1H NMR (300 MHz, methanol-d4) ... Starting materials: ClC1=NC2=CC(=CC=C2C=C1[C@H](C)NC(OC(C)(C)C)=O)F ((S)-tert-butyl (1-(2-chloro-7-fluoroquinolin-3-yl)ethyl)carbamate), CSC1=C(C=CC=C1)B(O)O (2-(methylthio)phenylboronic acid), C(=O)([O-])[O-].[Na+].[Na+] (Na2CO3), CC#N (MeCN). The reagents and catalysts are C=1C=CC(=CC1)[P](C=2C=CC=CC2)(C=3C=CC=CC3)[Pd]([P](C=4C=CC=CC4)(C=5C=CC=CC5)C=6C=CC=CC6)([P](C=7C=CC=CC7)(C=8C=CC=CC8)C=9C=CC=CC9)[P](C=1C=CC=CC1)(C=1C=CC=CC1)C=1C=CC=CC1 (Pd(PPh3)4). Run in O (water). Run at temperature 85 celsius. Yields the product FC1=CC=C2C=C(C(=NC2=C1)C1=C(C=CC=C1)SC)[C@H](C)NC(OC(C)(C)C)=O ((S)-tert-butyl (1-(7-fluoro-2-(2-(methylthio)phenyl)quinolin-3-yl)ethyl)carbamate). The yield is 92.9%. Reaction SMILES: Cl[C:2]1[C:11]([C@@H:12]([NH:14][C:15](=[O:21])[O:16][C:17]([CH3:20])([CH3:19])[CH3:18])[CH3:13])=[CH:10][C:9]2[C:4](=[CH:5][C:6]([F:22])=[CH:7][CH:8]=2)[N:3]=1.[CH3:23][S:24][C:25]1[CH:30]=[CH:29][CH:28]=[CH:27][C:26]=1B(O)O.C([O-])([O-])=O.[Na+].[Na+].CC#N>C1C=CC([P]([Pd]([P](C2C=CC=CC=2)(C2C=CC=CC=2)C2C=CC=CC=2)([P](C2C=CC=CC=2)(C2C=CC=CC=2)C2C=CC=CC=2)[P](C2C=CC=CC=2)(C2C=CC=CC=2)C2C=CC=CC=2)(C2C=CC=CC=2)C2C=CC=CC=2)=CC=1.O>[F:22][C:6]1[CH:5]=[C:4]2[C:9]([CH:10]=[C:11]([C@@H:12]([NH:14][C:15](=[O:21])[O:16][C:17]([CH3:20])([CH3:19])[CH3:18])[CH3:13])[C:2]([C:26]3[CH:27]=[CH:28][CH:29]=[CH:30][C:25]=3[S:24][CH3:23])=[N:3]2)=[CH:8][CH:7]=1 |f:2.3.4,^1:46,48,67,86|. Reported procedure: A mixture of (S)-tert-butyl (1-(2-chloro-7-fluoroquinolin-3-yl)ethyl)carbamate (382 mg, 1.2 mmol), 2-(methylthio)phenylboronic acid (257 mg, 1.3 eq), Na2CO3 (623 mg, 5.0 eq), Pd(PPh3)4 (93 mg, 5%), MeCN (9 mL) and water (3 mL) was heated to 85° C. under N2 overnight. After cooling to rt, the reaction was partitioned between EtOAc (10 mL) and water (5 mL). The organic layer was separated, washed, dried and concentrated. The residue was purified by column chromatography on silica gel to give a whi...